Dataset: the Open Reaction Database (ORD), a public repository of structured organic reaction records. Task: describe an organic reaction: reactants, conditions, products, and yield Yields the product CN1N=CC=2N(C=3C=CC(=CC3C(C21)=O)C)C2CCNCC2 (1,7-DIMETHYL-4-(4-PIPERIDINYL)-1,4-DIHYDRO-9H-PYRAZOLO[4,3-b]QUINOLIN-9-ONE). The solvent is CS(=O)C (dimethylsulfoxide), C1(=CC=CC=C1)C.C(C)(=O)OCC (toluene ethyl acetate). The reactants are C(C)N1C2=C(C(C=3C=C(C=CC13)C)=O)N(N=C2)C (4-ETHYL-1,7DIMETHYL-1,4-DIHYDRO-9H-PYRAZOLO[4,3-b]QUINOLIN-9-ONE), CS(=O)(=O)OC1CCN(CC1)C(=O)OC(C)(C)C (tert-butyl 4-[(methylsulfonyl)oxy]-1-piperidinecarboxylate), C([O-])([O-])=O.[K+].[K+] (potassium carbonate). Procedure details: A mixture of 1,7-dimethyl-1,4-dihydro-9H-pyrazolo[4,3-b]quinolin-9-one (EXAMPLE 47, step 2, 0.1 g, 0.47 mmol), tert-butyl 4-[(methylsulfonyl)oxy]-1-piperidinecarboxylate ((Leeson et al., Bioorg. Med. Chem. Lett., 1999, 9, 1285), 0.66 g, 2.4 mmol) and potassium carbonate (0.13 g, 0.94 mmol) in dimethylsulfoxide (15 ml) was heated at 85° C. for 46.5 h. The reaction mixture was diluted with toluene/ethyl acetate (1:3, 30 ml), washed with water (30 ml), and dried over sodium sulfate. Removal of solv... Yield: 35.2%. Reaction conditions: temperature 85 celsius. As a reaction SMILES: [CH2:1]([N:3]1[C:12]2[CH:11]=[CH:10][C:9]([CH3:13])=[CH:8][C:7]=2[C:6](=[O:14])[C:5]2[N:15]([CH3:18])[N:16]=[CH:17][C:4]1=2)[CH3:2].CS(OC1C[CH2:28][N:27](C(OC(C)(C)C)=O)[CH2:26][CH2:25]1)(=O)=O.C(=O)([O-])[O-].[K+].[K+]>CS(C)=O.C1(C)C=CC=CC=1.C(OCC)(=O)C>[CH3:18][N:15]1[C:5]2[C:6](=[O:14])[C:7]3[CH:8]=[C:9]([CH3:13])[CH:10]=[CH:11][C:12]=3[N:3]([CH:1]3[CH2:25][CH2:26][NH:27][CH2:28][CH2:2]3)[C:4]=2[CH:17]=[N:16]1 |f:2.3.4,6.7|. Starting materials: ClC1=CC=C(CCO)C=C1 (4-chlorophenethyl alcohol), NC(=S)N (thiourea), Br (hydrobromic acid), [OH-].[Na+] (sodium hydroxide). Run in O (water). The product is ClC1=CC=C(C=C1)CCS (2-(4-chlorophenyl)ethanethiol). The yield is 62.6%. Reaction SMILES: [Cl:1][C:2]1[CH:10]=[CH:9][C:5]([CH2:6][CH2:7]O)=[CH:4][CH:3]=1.NC(N)=[S:13].Br.[OH-].[Na+]>O>[Cl:1][C:2]1[CH:10]=[CH:9][C:5]([CH2:6][CH2:7][SH:13])=[CH:4][CH:3]=1 |f:3.4|. Procedure details: A mixture of 4-chlorophenethyl alcohol (50.0 g, 0.319 mole), thiourea (24.3 g, 0.319 mole) and 48% hydrobromic acid (161 g, 0.958 mole) was stirred under reflux for 9 hours. The mixture was cooled and a solution of sodium hydroxide (38.3 g, 0.958 mole) in water (380 ml) added, and the resulting mixture was stirred at reflux for 2 hours under a gentle stream of nitrogen. The mixture was cooled and the oily organic layer separated. The aqueous layer was acidified with hydrochloric acid and extract... Starting materials: COCCO[AlH2-]OCCOC, CCOC(=O)CC(c1ccc(F)cc1)N(C)C, [Na+]. The product is CN(C)C(CCO)c1ccc(F)cc1. As a reaction SMILES: [CH3:19][O:20][CH2:21][CH2:22][O:23][AlH2-:24][O:25][CH2:26][CH2:27][O:28][CH3:29].[CH3:1][N:2]([CH:3]([CH2:4][C:5](=[O:6])[O:7][CH2:8][CH3:9])[c:10]1[cH:11][cH:12][c:13]([F:16])[cH:14][cH:15]1)[CH3:17].[Na+:18]>>[CH3:1][N:2]([CH:3]([CH2:4][CH2:5][OH:6])[c:10]1[cH:11][cH:12][c:13]([F:16])[cH:14][cH:15]1)[CH3:17]. Starting materials: ON1N=NC2=C1C=CC=C2 (1-hydroxybenzotriazole), CN(C=O)C (N,N-dimethylformamide), ClCCCCCCCC (1-chlorooctane), C([O-])([O-])=O.[K+].[K+] (potassium carbonate). Solvent: O (water). Run at temperature 135 celsius. Product: N1(N=NC2=C1C=CC=C2)OCCCCCCCC (n-octyl 1-benzotriazolyl ether). As a reaction SMILES: [OH:1][N:2]1[C:6]2[CH:7]=[CH:8][CH:9]=[CH:10][C:5]=2[N:4]=[N:3]1.CN(C)C=O.Cl[CH2:17][CH2:18][CH2:19][CH2:20][CH2:21][CH2:22][CH2:23][CH3:24].C(=O)([O-])[O-].[K+].[K+]>O>[N:2]1([O:1][CH2:17][CH2:18][CH2:19][CH2:20][CH2:21][CH2:22][CH2:23][CH3:24])[C:6]2[CH:7]=[CH:8][CH:9]=[CH:10][C:5]=2[N:4]=[N:3]1 |f:3.4.5|. Procedure details: A mixture of 1-hydroxybenzotriazole (30.6 g), N,N-dimethylformamide (150 ml), 1-chlorooctane (32.7 g) and potassium carbonate (50 g) was heated at 135° C. for 0.5 hr. while stirring. The reaction mixture was poured into water and the resulting mixture was extracted with benzene. The benzene extract was dried and stripped of solvent by rotary evaporation and distillation to a pot temperature of 100 C. at a pressure of less than 0.1 mm of mercury. The product, n-octyl 1-benzotriazolyl ether was ob... Yield: 55.0%. Reaction SMILES: [CH3:1][O:2][C:3]1[CH:4]=[C:5]2[C:11]3[CH2:12][CH2:13][N:14]4[C:19]([C:10]=3[NH:9][C:6]2=[CH:7][CH:8]=1)=[CH:18][CH2:17][CH2:16][C:15]4=[O:20]>C1COCC1.[O-2].[O-2].[Mn+4]>[CH3:1][O:2][C:3]1[CH:4]=[C:5]2[C:11]3[CH2:12][CH2:13][N:14]4[C:19]([C:10]=3[NH:9][C:6]2=[CH:7][CH:8]=1)=[CH:18][CH:17]=[CH:16][C:15]4=[O:20] |f:2.3.4|. Run in C1CCOC1 (THF). The reagents and catalysts are [O-2].[O-2].[Mn+4] (manganese dioxide), [O-2].[O-2].[Mn+4] (manganese dioxide). The product is COC=1C=C2C(=CC1)NC1=C2CCN2C(C=CC=C12)=O (9-methoxy4,6,7,12-tetrahydroindolo[2,3-a]quinolizin-4-one). The reactants are COC=1C=C2C(=CC1)NC1=C2CCN2C(CCC=C12)=O (9-methoxy-2,3,4,6,7,12-hexahydroindolo[2,3-a]quinolizin-4-one). Reported procedure: Activated manganese dioxide (400 mg) is added to a solution of 9-methoxy-2,3,4,6,7,12-hexahydroindolo[2,3-a]quinolizin-4-one (150 mg) in THF (5 ml). After refluxing for 2 h 30, the mixture is cooled and activated manganese dioxide (400 mg) is again added. The medium is refluxed for 2 h 30. After filtration and washing of the dioxide with an ethyl acetate/methanol mixture (98/2) and after separation on a preparative plate, 9-methoxy4,6,7,12-tetrahydroindolo[2,3-a]quinolizin-4-one is obtained (55%... Starting materials: ClC1=CC=C(C=C1)N1C(=NC2=C(C1=O)C=NN2C2=CC=CC=C2)C2=C(C=C(C=C2)Cl)Cl (5-(4-Chloro-phenyl)-6-(2,4-dichloro-phenyl)-1-phenyl-1,5-dihydro-pyrazolo[3,4-d]pyrimidin-4-one), [N+](=O)(O)[O-] (nitric acid). The solvent is C(C)(=O)OC(C)=O (acetic anhydride). Run at time 15 minute. The product is ClC1=CC=C(C=C1)N1C(=NC2=C(C1=O)C=NN2C2=C(C=CC=C2)[N+](=O)[O-])C2=C(C=C(C=C2)Cl)Cl (5-(4-Chloro-phenyl)-6-(2,4-dichloro-phenyl)-1-(2-nitro-phenyl)-1,5-dihydro-pyrazolo[3,4-d]pyrimidin-4-one), ClC1=CC=C(C=C1)N1C(=NC2=C(C1=O)C=NN2C2=CC=C(C=C2)[N+](=O)[O-])C2=C(C=C(C=C2)Cl)Cl (5-(4-Chloro-phenyl)-6-(2,4-dichloro-phenyl)-1-(4-nitro-phenyl)-1,5-dihydro-pyrazolo[3,4-d]pyrimidin-4-one). RXN SMILES: [Cl:1][C:2]1[CH:7]=[CH:6][C:5]([N:8]2[C:13](=[O:14])[C:12]3[CH:15]=[N:16][N:17]([C:18]4[CH:23]=[CH:22][CH:21]=[CH:20][CH:19]=4)[C:11]=3[N:10]=[C:9]2[C:24]2[CH:29]=[CH:28][C:27]([Cl:30])=[CH:26][C:25]=2[Cl:31])=[CH:4][CH:3]=1.[N+:32]([O-:35])([OH:34])=[O:33]>C(OC(=O)C)(=O)C>[Cl:1][C:2]1[CH:3]=[CH:4][C:5]([N:8]2[C:13](=[O:14])[C:12]3[CH:15]=[N:16][N:17]([C:18]4[CH:19]=[CH:20][CH:21]=[CH:22][C:23]=4[N+:32]([O-:34])=[O:33])[C:11]=3[N:10]=[C:9]2[C:24]2[CH:29]=[CH:28][C:27]([Cl:30])=[CH:26][C:25]=2[Cl:31])=[CH:6][CH:7]=1.[Cl:1][C:2]1[CH:3]=[CH:4][C:5]([N:8]2[C:13](=[O:14])[C:12]3[CH:15]=[N:16][N:17]([C:18]4[CH:19]=[CH:20][C:21]([N+:32]([O-:35])=[O:33])=[CH:22][CH:23]=4)[C:11]=3[N:10]=[C:9]2[C:24]2[CH:29]=[CH:28][C:27]([Cl:30])=[CH:26][C:25]=2[Cl:31])=[CH:6][CH:7]=1. Reported procedure: 5-(4-Chloro-phenyl)-6-(2,4-dichloro-phenyl)-1-phenyl-1,5-dihydro-pyrazolo[3,4-d]pyrimidin-4-one (50 mg, 0.104 mmol) is dissolved in 5 mL of acetic anhydride. Concentrated nitric acid (300 μL) is added dropwise over 2 minutes. After the reaction mixture is stirred for 15 minutes, the voiatiles are stripped off and the resulting crude material is purified by column chromatography to give 5-(4-Chloro-phenyl)-6-(2,4-dichloro-phenyl)-1-(2-nitro-phenyl)-1,5-dihydro-pyrazolo[3,4-d]pyrimidin-4-one and 5... Reactants: Cc1noc(N)c1Br, CCc1ccc(Cc2sc3ccccc3c2S(=O)(=O)Cl)cc1, C1CCOC1, [H-], [Na+]. Product: CCc1ccc(Cc2sc3ccccc3c2S(=O)(=O)Nc2onc(C)c2Br)cc1. RXN SMILES: [Br:1][c:2]1[c:3]([CH3:8])[n:4][o:5][c:6]1[NH2:7].[CH2:11]([CH3:12])[c:13]1[cH:14][cH:15][c:16]([CH2:17][c:18]2[c:19]([S:27](=[O:28])(=[O:29])[Cl:30])[c:20]3[c:21]([s:22]2)[cH:23][cH:24][cH:25][cH:26]3)[cH:31][cH:32]1.[CH2:33]1[O:34][CH2:35][CH2:36][CH2:37]1.[H-:10].[Na+:9]>>[Br:1][c:2]1[c:3]([CH3:8])[n:4][o:5][c:6]1[NH:7][S:27]([c:19]1[c:18]([CH2:17][c:16]2[cH:15][cH:14][c:13]([CH2:11][CH3:12])[cH:32][cH:31]2)[s:22][c:21]2[c:20]1[cH:26][cH:25][cH:24][cH:23]2)(=[O:28])=[O:29].